Dataset: the Open Reaction Database (ORD), a public repository of structured organic reaction records. Task: describe an organic reaction: reactants, conditions, products, and yield The reactants are NC1=CC=C(C=C1)O (4-aminophenol), ClC1=NN=C(C2=CC=CC=C12)N1CCN(CC1)C (1-chloro-4-(4-methylpiperazin-1-yl)phthalazine), C(=O)(C(F)(F)F)O (TFA), C([O-])(O)=O.[Na+] (sodium bicarbonate). Solvent: CC(CC)O (2-butanol), C(Cl)Cl (DCM). The product is CN1CCN(CC1)C1=NN=C(C2=CC=CC=C12)NC1=CC=C(C=C1)O (4-(4-(4-methylpiperazin-1-yl)phthalazin-1-ylamino)phenol). RXN SMILES: [NH2:1][C:2]1[CH:7]=[CH:6][C:5]([OH:8])=[CH:4][CH:3]=1.Cl[C:10]1[C:19]2[C:14](=[CH:15][CH:16]=[CH:17][CH:18]=2)[C:13]([N:20]2[CH2:25][CH2:24][N:23]([CH3:26])[CH2:22][CH2:21]2)=[N:12][N:11]=1.C(O)(C(F)(F)F)=O.C(=O)(O)[O-].[Na+]>CC(O)CC.C(Cl)Cl>[CH3:26][N:23]1[CH2:22][CH2:21][N:20]([C:13]2[C:14]3[C:19](=[CH:18][CH:17]=[CH:16][CH:15]=3)[C:10]([NH:1][C:2]3[CH:7]=[CH:6][C:5]([OH:8])=[CH:4][CH:3]=3)=[N:11][N:12]=2)[CH2:25][CH2:24]1 |f:3.4|. Procedure: A mixture of 4-aminophenol (42 mg, 0.38 mmol), 1-chloro-4-(4-methylpiperazin-1-yl)phthalazine (100 mg, 0.381 mmol), and TFA (29 μl, 0.38 mmol) was heated in 2-butanol (3 mL) in a sealed tube at 90° C. overnight. Next day LC/MS shows completion of reaction. The reaction was cooled and diluted with DCM. Aqueous sodium bicarbonate was added and the organic layer was collected. The aqueous layer was neutralized with 1N HCl and the product was extracted with DCM. The organic layers were combined, dri... Starting materials: C(C1=CC=CC=C1)OC=1C=C(C(=CC1)NCC1=CC2=C(N=C(S2)SC)C=C1)N (4-(benzyloxy)-N1-((2-(methylthio)benzo[d]thiazol-6-yl)methyl)benzene-1,2-diamine), C(C)OC(OCC)OCC (triethylorthoformate). The solvent is C(=O)O (formic acid). Run at temperature 90 celsius, time 2 hour. Yields the product C(C1=CC=CC=C1)OC1=CC2=C(N(C=N2)CC2=CC3=C(N=C(S3)SC)C=C2)C=C1 (6-((5-(benzyloxy)-1H-benzo[d]imidazol-1-yl)methyl)-2-(methylthio)benzo[d]thiazole). The yield is 62.0%. RXN SMILES: [CH2:1]([O:8][C:9]1[CH:10]=[C:11]([NH2:28])[C:12]([NH:15][CH2:16][C:17]2[CH:27]=[CH:26][C:20]3[N:21]=[C:22]([S:24][CH3:25])[S:23][C:19]=3[CH:18]=2)=[CH:13][CH:14]=1)[C:2]1[CH:7]=[CH:6][CH:5]=[CH:4][CH:3]=1.[CH2:29](OC(OCC)OCC)C>C(O)=O>[CH2:1]([O:8][C:9]1[CH:14]=[CH:13][C:12]2[N:15]([CH2:16][C:17]3[CH:27]=[CH:26][C:20]4[N:21]=[C:22]([S:24][CH3:25])[S:23][C:19]=4[CH:18]=3)[CH:29]=[N:28][C:11]=2[CH:10]=1)[C:2]1[CH:3]=[CH:4][CH:5]=[CH:6][CH:7]=1. Procedure: A mixture of 4-(benzyloxy)-N1-((2-(methylthio)benzo[d]thiazol-6-yl)methyl)benzene-1,2-diamine (2.49 g, 6.1 mmol) from the previous step, triethylorthoformate (60 mL), and formic acid (1.22 g) was stirred at 90° C. for 2 h. The reaction mixture was cooled to rt, and then concentrated under reduced pressure. The residue was purified by silica gel flash chromatography eluting with a gradient of 50% EtOAc in petroleum ether to 100% EtOAc to afford 6-((5-(benzyloxy)-1H-benzo[d]imidazol-1-yl)methyl)-2... Product: CC(C)(C)C(=O)Oc1ccc(Cn2ccccc2=O)cc1Cl. RXN SMILES: [CH3:12][C:13]([C:14](=[O:15])[O:16][c:17]1[c:18]([Cl:25])[cH:19][c:20]([CH2:23][Br:24])[cH:21][cH:22]1)([CH3:26])[CH3:27].[CH3:29][N:30]([CH3:31])[CH:32]=[O:33].[H-:8].[H:10][H:11].[Na+:9].[OH2:28].[nH:1]1[c:2](=[O:7])[cH:3][cH:4][cH:5][cH:6]1>>[n:1]1([CH2:23][c:20]2[cH:19][c:18]([Cl:25])[c:17]([O:16][C:14]([C:13]([CH3:12])([CH3:26])[CH3:27])=[O:15])[cH:22][cH:21]2)[c:2](=[O:7])[cH:3][cH:4][cH:5][cH:6]1. Reactants: CC(C)(C)C(=O)Oc1ccc(CBr)cc1Cl, CN(C)C=O, [H-], [H][H], [Na+], O, O=c1cccc[nH]1. As a reaction SMILES: [C:1]1(=O)[O:6][C:4](=[O:5])[C:3]2=[CH:7][CH:8]=[CH:9][CH:10]=[C:2]12.P([O-])([O-])([O-])=O.[OH:17][NH3+:18].O[NH3+].O[NH3+]>O>[OH:17][N:18]1[C:4](=[O:5])[C:3]2=[CH:7][CH:8]=[CH:9][CH:10]=[C:2]2[C:1]1=[O:6] |f:1.2.3.4|. Run in O (water), O (water). Conditions: temperature 130 celsius. Procedure details: 1.48 g (10.0 mmol) of phthalic anhydride and 0.723 g (3.67 mmol) of hydroxylammonium phosphate were pulverized, mixed and, following the addition of 2 ml of water, heated at a bath temperature of 130° C. for about 1½ hours. The cooled lemon-yellow reaction mixture was diluted with water, and the solid was filtered off with suction, washed with water and dried at 50° C. The yield was 1.39 g (86%). Yields the product ON1C(C=2C(C1=O)=CC=CC2)=O (N-hydroxyphthalimide). Starting materials: C1(C=2C(C(=O)O1)=CC=CC2)=O (phthalic anhydride), P(=O)([O-])([O-])[O-].O[NH3+].O[NH3+].O[NH3+] (hydroxylammonium phosphate). Reactants: ClCCl, CS(=O)(=O)c1ccc(C(CC2CCCCO2)C(=O)O)cc1C(F)(F)F, CN(C)C=O, O=C(Cl)C(=O)Cl, Nc1nccs1, C1CCOC1, O, Cc1cccc(C)n1. The product is CS(=O)(=O)c1ccc(C(CC2CCCCO2)C(=O)Nc2nccs2)cc1C(F)(F)F. RXN SMILES: [CH2:46]([Cl:47])[Cl:48].[CH3:1][S:2](=[O:3])(=[O:4])[c:5]1[c:6]([C:22]([F:23])([F:24])[F:25])[cH:7][c:8]([CH:11]([C:12](=[O:13])[OH:14])[CH2:15][CH:16]2[O:17][CH2:18][CH2:19][CH2:20][CH2:21]2)[cH:9][cH:10]1.[CH3:55][N:56]([CH3:57])[CH:58]=[O:59].[Cl:26][C:27]([C:28]([Cl:29])=[O:30])=[O:31].[NH2:32][c:33]1[s:34][cH:35][cH:36][n:37]1.[O:49]1[CH2:50][CH2:51][CH2:52][CH2:53]1.[OH2:54].[n:38]1[c:39]([CH3:40])[cH:41][cH:42][cH:43][c:44]1[CH3:45]>>[CH3:1][S:2](=[O:3])(=[O:4])[c:5]1[c:6]([C:22]([F:23])([F:24])[F:25])[cH:7][c:8]([CH:11]([C:12](=[O:13])[NH:32][c:33]2[s:34][cH:35][cH:36][n:37]2)[CH2:15][CH:16]2[O:17][CH2:18][CH2:19][CH2:20][CH2:21]2)[cH:9][cH:10]1. Reactants: FC(C(=O)O)(F)F (trifluoroacetic acid), C(C)(C)(C)OC(=O)C[C@H](NC(CC1=CNC2=CC=CC=C12)=O)C(=O)NC1=CC=C(C=C1)C(C1=CC=C(C=C1)NC([C@@H](NC(CC1=CNC2=CC=CC=C12)=O)CC(=O)OC(C)(C)C)=O)C1=CC=C(C=C1)NC([C@@H](NC(CC1=CNC2=CC=CC=C12)=O)CC(=O)OC(C)(C)C)=O (tris[4-[β-t-butoxycarbonyl-N-[2-(1H-indol-3-yl)acetyl]-L-alanyl]aminophenyl]methane). Solvent: CO (methanol). Conditions: time 2 hour. Yields the product N1C=C(C2=CC=CC=C12)CC(=O)N[C@@H](CC(O)=O)C(=O)NC1=CC=C(C=C1)C(C1=CC=C(C=C1)NC([C@@H](NC(CC1=CNC2=CC=CC=C12)=O)CC(O)=O)=O)C1=CC=C(C=C1)NC([C@@H](NC(CC1=CNC2=CC=CC=C12)=O)CC(O)=O)=O (tris[4-[N-[2-(1H-indol-3-yl)acetyl]-α-L-aspartyl]aminophenyl]methane). The yield is 3.0%. Reaction SMILES: FC(F)(F)C(O)=O.C([O:12][C:13]([CH2:15][C@@H:16]([C:30]([NH:32][C:33]1[CH:38]=[CH:37][C:36]([CH:39]([C:71]2[CH:76]=[CH:75][C:74]([NH:77][C:78](=[O:101])[C@H:79]([CH2:93][C:94]([O:96]C(C)(C)C)=[O:95])[NH:80][C:81](=[O:92])[CH2:82][C:83]3[C:91]4[C:86](=[CH:87][CH:88]=[CH:89][CH:90]=4)[NH:85][CH:84]=3)=[CH:73][CH:72]=2)[C:40]2[CH:45]=[CH:44][C:43]([NH:46][C:47](=[O:70])[C@H:48]([CH2:62][C:63]([O:65]C(C)(C)C)=[O:64])[NH:49][C:50](=[O:61])[CH2:51][C:52]3[C:60]4[C:55](=[CH:56][CH:57]=[CH:58][CH:59]=4)[NH:54][CH:53]=3)=[CH:42][CH:41]=2)=[CH:35][CH:34]=1)=[O:31])[NH:17][C:18](=[O:29])[CH2:19][C:20]1[C:28]2[C:23](=[CH:24][CH:25]=[CH:26][CH:27]=2)[NH:22][CH:21]=1)=[O:14])(C)(C)C>CO>[NH:22]1[C:23]2[C:28](=[CH:27][CH:26]=[CH:25][CH:24]=2)[C:20]([CH2:19][C:18]([NH:17][C@H:16]([C:30]([NH:32][C:33]2[CH:34]=[CH:35][C:36]([CH:39]([C:71]3[CH:72]=[CH:73][C:74]([NH:77][C:78](=[O:101])[C@H:79]([CH2:93][C:94](=[O:95])[OH:96])[NH:80][C:81](=[O:92])[CH2:82][C:83]4[C:91]5[C:86](=[CH:87][CH:88]=[CH:89][CH:90]=5)[NH:85][CH:84]=4)=[CH:75][CH:76]=3)[C:40]3[CH:45]=[CH:44][C:43]([NH:46][C:47](=[O:70])[C@H:48]([CH2:62][C:63](=[O:64])[OH:65])[NH:49][C:50](=[O:61])[CH2:51][C:52]4[C:60]5[C:55](=[CH:56][CH:57]=[CH:58][CH:59]=5)[NH:54][CH:53]=4)=[CH:42][CH:41]=3)=[CH:37][CH:38]=2)=[O:31])[CH2:15][C:13](=[O:12])[OH:14])=[O:29])=[CH:21]1. Reported procedure: A methanol solution containing trifluoroacetic acid (40%, 6 ml) was added to the tris[4-[β-t-butoxycarbonyl-N-[2-(1H-indol-3-yl)acetyl]-L-alanyl]aminophenyl]methane (50 mg) at room temperature, and the mixture was stirred at room temperature for 2 hours. The reaction solution was concentrated under reduced pressure, and a portion of the residue was purified by preparative high performance liquid chromatography using methanol/trifluoroacetic acid (100/0.1) and water/trifluoroacetic acid (100/0.1)... The reactants are CCOC(=O)C(=O)Nc1nc(C(C)c2ccc(-c3ccccc3)c(F)c2)cs1, CCO, N, O. Product: CC(c1ccc(-c2ccccc2)c(F)c1)c1csc(NC(=O)C(N)=O)n1. RXN SMILES: [C:1](=[O:2])([C:3]([O:5][CH2:4][CH3:6])=[O:7])[NH:8][c:9]1[s:10][cH:11][c:12]([CH:14]([CH3:15])[c:16]2[cH:17][c:18]([F:28])[c:19](-[c:22]3[cH:23][cH:24][cH:25][cH:26][cH:27]3)[cH:20][cH:21]2)[n:13]1.[CH3:31][CH2:32][OH:33].[NH3:30].[OH2:29]>>[C:1](=[O:2])([C:3](=[O:5])[NH2:30])[NH:8][c:9]1[s:10][cH:11][c:12]([CH:14]([CH3:15])[c:16]2[cH:17][c:18]([F:28])[c:19](-[c:22]3[cH:23][cH:24][cH:25][cH:26][cH:27]3)[cH:20][cH:21]2)[n:13]1. Reactants: Nc1nnn[nH]1, O=C(O)c1cccc(Oc2ccccc2)n1. Yields the product O=C(Nc1nnn[nH]1)c1cccc(Oc2ccccc2)n1. As a reaction SMILES: [NH2:17][c:18]1[n:19][n:20][n:21][nH:22]1.[O:1]([c:2]1[cH:3][cH:4][cH:5][cH:6][cH:7]1)[c:8]1[cH:9][cH:10][cH:11][c:12]([C:14](=[O:15])[OH:16])[n:13]1>>[O:1]([c:2]1[cH:3][cH:4][cH:5][cH:6][cH:7]1)[c:8]1[cH:9][cH:10][cH:11][c:12]([C:14](=[O:16])[NH:17][c:18]2[nH:19][n:20][n:21][n:22]2)[n:13]1.